Dataset: the Open Reaction Database (ORD), a public repository of structured organic reaction records. Task: describe an organic reaction: reactants, conditions, products, and yield Starting materials: CI (Methyl iodide), C([O-])([O-])=O.[Cs+].[Cs+] (cesium carbonate), CC1=C2C=CNC2=CC=C1 (4-methylindole). The solvent is CN(C=O)C (dimethylformamide). Reaction conditions: time 8 hour. The product is CN1C=CC2=C(C=CC=C12)C (1,4-dimethyl-1H-indole). Yield: 85.2%. RXN SMILES: [CH3:1]I.C(=O)([O-])[O-].[Cs+].[Cs+].[CH3:9][C:10]1[CH:18]=[CH:17][CH:16]=[C:15]2[C:11]=1[CH:12]=[CH:13][NH:14]2>CN(C)C=O>[CH3:1][N:14]1[C:15]2[C:11](=[C:10]([CH3:9])[CH:18]=[CH:17][CH:16]=2)[CH:12]=[CH:13]1 |f:1.2.3|. Procedure: Methyl iodide (28.44 g) and cesium carbonate (82.26 g) were added to a solution of 4-methylindole (22.08 g) in dimethylformamide (200 mL), and the reaction mixture was stirred at room temperature overnight. The reaction mixture was filtered with Celite (trade name), and the filtrate was concentrated under reduced pressure. A saturated aqueous solution of ammonium chloride was added to the obtained residue, and the reaction mixture was extracted with ethyl acetate. The obtained organic layer was ...